Dataset: the Open Reaction Database (ORD), a public repository of structured organic reaction records. Task: describe an organic reaction: reactants, conditions, products, and yield Starting materials: C(C)(=O)O (acetic acid), COC([C@@H](NC(=O)OCC1=CC=CC=C1)CC1=CC=C(C=C1)OCCOCCOC)=O (N-benzyloxycarbonyl-3-[4-(1,4,7-trioxaoctyl)-phenyl]-alanine-methyl ester), [BH4-].[Na+] (sodium borohydride), CO (methanol). The solvent is O1CCCC1 (tetrahydrofuran), COC(C)(C)C (tert-butyl methyl ether), O (water). Reaction conditions: time 4 hour. The product is C(C1=CC=CC=C1)OC(=O)NC(CO)CC1=CC=C(C=C1)OCCOCCOC (N-Benzyloxycarbonyl-2-amino-2-[4-(1,4,7-trioxaoctyl)-benzyl]-ethanol). Reaction SMILES: C[O:2][C:3](=O)[C@H:4]([CH2:16][C:17]1[CH:22]=[CH:21][C:20]([O:23][CH2:24][CH2:25][O:26][CH2:27][CH2:28][O:29][CH3:30])=[CH:19][CH:18]=1)[NH:5][C:6]([O:8][CH2:9][C:10]1[CH:15]=[CH:14][CH:13]=[CH:12][CH:11]=1)=[O:7].[BH4-].[Na+].CO.C(O)(=O)C>COC(C)(C)C.O1CCCC1.O>[CH2:9]([O:8][C:6]([NH:5][CH:4]([CH2:16][C:17]1[CH:22]=[CH:21][C:20]([O:23][CH2:24][CH2:25][O:26][CH2:27][CH2:28][O:29][CH3:30])=[CH:19][CH:18]=1)[CH2:3][OH:2])=[O:7])[C:10]1[CH:15]=[CH:14][CH:13]=[CH:12][CH:11]=1 |f:1.2|. Procedure: 7.35 g (17 mmol) of N-benzyloxycarbonyl-3-[4-(1,4,7-trioxaoctyl)-phenyl]-alanine-methyl ester (Example a) is dissolved in 35 ml of tert-butyl methyl ether and mixed with 0.9 g (23.8 mmol) of sodium borohydride. At 5° C., 10 ml of methanol is added, and it is stirred for four hours under argon at constant temperature. Then, 1.5 ml of acetic acid, dissolved in 5 ml of tetrahydrofuran, is added, mixed with 5 ml of water and stirred for ten minutes at room temperature. The organic phase is separated... Starting materials: CC1(C)OCC(Cc2ccc(OCc3ccccc3)cc2)O1, CCOC(C)=O, [H][H]. The product is CC1(C)OCC(Cc2ccc(O)cc2)O1. RXN SMILES: [CH2:1]([c:2]1[cH:3][cH:4][cH:5][cH:6][cH:7]1)[O:8][c:9]1[cH:10][cH:11][c:12]([CH2:13][CH:14]2[O:15][C:16]([CH3:19])([CH3:20])[O:17][CH2:18]2)[cH:21][cH:22]1.[CH3:25][CH2:26][O:27][C:28](=[O:29])[CH3:30].[H:23][H:24]>>[OH:8][c:9]1[cH:10][cH:11][c:12]([CH2:13][CH:14]2[O:15][C:16]([CH3:19])([CH3:20])[O:17][CH2:18]2)[cH:21][cH:22]1. Reactants: S(=O)(=O)([O-])CCO.[Na+] (sodium isethionate), C(C1=CC=CC=C1)(=O)O (benzoic acid), aqueous solution, [Cl-].C1(=CC=CC=C1)[S+](C1=CC=CC=C1)C1=CC=CC=C1 (triphenylsulfonium chloride), FC(C(=O)OC(C(F)(F)F)=O)(F)F (trifluoroacetic anhydride), C([O-])(O)=O.[Na+] (sodium bicarbonate). The solvent is FC(C(=O)O)(F)F (trifluoroacetic acid), C(Cl)Cl (methylene chloride). Conditions: time 2 hour. Yields the product C(C1=CC=CC=C1)(=O)OCCS(=O)(=O)[O-].C1(=CC=CC=C1)[S+](C1=CC=CC=C1)C1=CC=CC=C1 (triphenylsulfonium 2-benzoyloxyethanesulfonate). Isolated yield 30.0%. Reaction SMILES: [S:1]([CH2:5][CH2:6][OH:7])([O-:4])(=[O:3])=[O:2].[Na+].[C:9](O)(=[O:16])[C:10]1[CH:15]=[CH:14][CH:13]=[CH:12][CH:11]=1.FC(F)(F)C(OC(=O)C(F)(F)F)=O.[Cl-].[C:32]1([S+:38]([C:45]2[CH:50]=[CH:49][CH:48]=[CH:47][CH:46]=2)[C:39]2[CH:44]=[CH:43][CH:42]=[CH:41][CH:40]=2)[CH:37]=[CH:36][CH:35]=[CH:34][CH:33]=1.C(=O)(O)[O-].[Na+]>FC(F)(F)C(O)=O.C(Cl)Cl>[C:9]([O:7][CH2:6][CH2:5][S:1]([O-:4])(=[O:3])=[O:2])(=[O:16])[C:10]1[CH:15]=[CH:14][CH:13]=[CH:12][CH:11]=1.[C:45]1([S+:38]([C:32]2[CH:33]=[CH:34][CH:35]=[CH:36][CH:37]=2)[C:39]2[CH:44]=[CH:43][CH:42]=[CH:41][CH:40]=2)[CH:46]=[CH:47][CH:48]=[CH:49][CH:50]=1 |f:0.1,4.5,6.7,10.11|. Procedure: In 25 g of trifluoroacetic acid were dissolved 3.0 g (20 mmol) of sodium isethionate and 2.4 g (20 mmol) of benzoic acid. To this solution, 6.3 g (30 mmol) of trifluoroacetic anhydride was added dropwise, followed by stirring for 2 hours at room temperature. Then 90 g (30 mmol) of an aqueous solution of triphenylsulfonium chloride prepared in Synthesis Example 1-1 and 120 g of methylene chloride were added, followed by stirring for 30 minutes at room temperature. At the end of stirring, the orga... The reactants are N1(N=CC=C1)C=1C=C(C=CC1)C1=NC=CC(=N1)N1CCC(CC1)CNC(C1=CC(=CC(=C1)OC)OCC1=CC=CC=C1)=O (N-((1-(2-(3-(1H-pyrazol-1-yl)phenyl)pyrimidin-4-yl)piperidin-4-yl)methyl)-3-(benzoxy)-5-methoxybenzamide), C(=O)[O-].[NH4+] (ammonium formate). The reagents and catalysts are [Pd] (palladium on carbon). The solvent is CO (methanol). Yields the product N1(N=CC=C1)C=1C=C(C=CC1)C1=NC=CC(=N1)N1CCC(CC1)CNC(C1=CC(=CC(=C1)OC)O)=O (N-((1-(2-(3-(1H-pyrazol-1-yl)phenyl)pyrimidin-4-yl)piperidin-4-yl)methyl)-3-hydroxy-5-methoxybenzamide). Isolated yield 95.8%. Reaction SMILES: [N:1]1([C:6]2[CH:7]=[C:8]([C:12]3[N:17]=[C:16]([N:18]4[CH2:23][CH2:22][CH:21]([CH2:24][NH:25][C:26](=[O:43])[C:27]5[CH:32]=[C:31]([O:33]C)[CH:30]=[C:29]([O:35][CH2:36]C6C=CC=CC=6)[CH:28]=5)[CH2:20][CH2:19]4)[CH:15]=[CH:14][N:13]=3)[CH:9]=[CH:10][CH:11]=2)[CH:5]=[CH:4][CH:3]=[N:2]1.C([O-])=O.[NH4+]>[Pd].CO>[N:1]1([C:6]2[CH:7]=[C:8]([C:12]3[N:17]=[C:16]([N:18]4[CH2:19][CH2:20][CH:21]([CH2:24][NH:25][C:26](=[O:43])[C:27]5[CH:28]=[C:29]([O:35][CH3:36])[CH:30]=[C:31]([OH:33])[CH:32]=5)[CH2:22][CH2:23]4)[CH:15]=[CH:14][N:13]=3)[CH:9]=[CH:10][CH:11]=2)[CH:5]=[CH:4][CH:3]=[N:2]1 |f:1.2|. Procedure details: A solution of N-((1-(2-(3-(1H-pyrazol-1-yl)phenyl)pyrimidin-4-yl)piperidin-4-yl)methyl)-3-(benzoxy)-5-methoxybenzamide (Example 11, step iv, 1.45 g, 2.5 mmol), ammonium formate (0.70 g, 11.1 mmol) and 10% palladium on carbon (0.15 g) in methanol (30 ml) was heated to reflux temperature for 18 hours. The reaction mixture was cooled to ambient temperature and filtered through celite. The filtrate was concentrated under reduced pressure and the residue obtained was partitioned between CH2Cl2 and wa... Starting materials: CN(C(OCC)=O)C1=CC=CC=C1 (ethyl N-methylcarbanilate). Reagents/catalysts: [Rh] (Rh on carbon). Solvent: CC(C)O (2-propanol). Run at time 0.3 hour. The product is CN(C(OCC)=O)C1CCCCC1 (ethyl N-methylcyclohexylcarbamate). As a reaction SMILES: [CH3:1][N:2]([C:8]1[CH:13]=[CH:12][CH:11]=[CH:10][CH:9]=1)[C:3](=[O:7])[O:4][CH2:5][CH3:6]>[Rh].CC(O)C>[CH3:1][N:2]([CH:8]1[CH2:13][CH2:12][CH2:11][CH2:10][CH2:9]1)[C:3](=[O:7])[O:4][CH2:5][CH3:6]. Procedure details: A mixture of 17.9 g. (0.10 mole) of ethyl N-methylcarbanilate, 100 ml. of 2-propanol, and 2.4 g. of 5% Rh on carbon was added to a 300 ml. Magne Drive autoclave. The vessel was sealed, purged first with nitrogen and then with hydrogen, and pressured with hydrogen to 600 psig. The autoclave was agitated at 30°-40° and 500-800 psig for 0.3 hr., when gas absorption stopped. The reaction product was removed and filtered through Celite filter aid to remove the catalyst. Most of the solvent was remove... The reactants are C(=O)(O)[O-].[Na+] (NaHCO3), Cl.Cl.C1(=CC=CC=C1)[C@@H]1NCCC[C@@H]1N ((2S,3S)-2-Phenylpiperidin-3-amine dihydrochloride), COC1=C(C=O)C=C(C=C1)C(F)(F)F (2-Methoxy-5-(trifluoromethyl)benzaldehyde), [BH-](OC(=O)C)(OC(=O)C)OC(=O)C.[Na+] (NaBH(OAc)3). The solvent is C(Cl)Cl (CH2Cl2). Run at time 3.5 hour. The product is COC1=C(CN[C@@H]2[C@@H](NCCC2)C2=CC=CC=C2)C=C(C=C1)C(F)(F)F ((2S,3S)-3-(2-methoxy-5-(trifluoromethyl)benzyl)amino-2-phenylpiperidine). Reaction SMILES: Cl.Cl.[C:3]1([C@H:9]2[C@@H:14]([NH2:15])[CH2:13][CH2:12][CH2:11][NH:10]2)[CH:8]=[CH:7][CH:6]=[CH:5][CH:4]=1.[CH3:16][O:17][C:18]1[CH:25]=[CH:24][C:23]([C:26]([F:29])([F:28])[F:27])=[CH:22][C:19]=1[CH:20]=O.[BH-](OC(C)=O)(OC(C)=O)OC(C)=O.[Na+].C([O-])(O)=O.[Na+]>C(Cl)Cl>[CH3:16][O:17][C:18]1[CH:25]=[CH:24][C:23]([C:26]([F:27])([F:29])[F:28])=[CH:22][C:19]=1[CH2:20][NH:15][C@H:14]1[CH2:13][CH2:12][CH2:11][NH:10][C@H:9]1[C:3]1[CH:4]=[CH:5][CH:6]=[CH:7][CH:8]=1 |f:0.1.2,4.5,6.7|. Procedure details: To a stirred suspension of Compound 1 (150 mg, 0.60 mmol) and Compound 4 (123 mg, 0.60 mmol) in dry CH2Cl2 (6 ml) was added NaBH(OAc)3 (179 mg, 0.84 mmol) portionwise under nitrogen at room temperature. The reaction mixture was stirred at room temperature for 3.5 hr. This was basified with sat. NaHCO3 aq., extracted with CH2Cl2, dried with MgSO4, and concentrated to give crude (2S,3S)-3-(2-methoxy-5-(trifluoromethyl)benzyl)amino-2-phenylpiperidine as a colorless oil. This was purified with chrom... Reactants: COc1cc(CN2CCC(CCCOC3CCCCO3)(c3ccc(Cl)c(Cl)c3)C2)cc(OC)c1OC, Cc1ccc(S(=O)(=O)O)cc1. Product: COc1cc(CN2CCC(CCCO)(c3ccc(Cl)c(Cl)c3)C2)cc(OC)c1OC. As a reaction SMILES: [Cl:1][c:2]1[cH:3][c:4]([C:9]2([CH2:27][CH2:28][CH2:29][O:30][CH:31]3[CH2:32][CH2:33][CH2:34][CH2:35][O:36]3)[CH2:10][CH2:11][N:12]([CH2:14][c:15]3[cH:16][c:17]([O:25][CH3:26])[c:18]([O:23][CH3:24])[c:19]([O:21][CH3:22])[cH:20]3)[CH2:13]2)[cH:5][cH:6][c:7]1[Cl:8].[c:37]1([CH3:38])[cH:39][cH:40][c:41]([S:42]([OH:43])(=[O:44])=[O:45])[cH:46][cH:47]1>>[Cl:1][c:2]1[cH:3][c:4]([C:9]2([CH2:27][CH2:28][CH2:29][OH:30])[CH2:10][CH2:11][N:12]([CH2:14][c:15]3[cH:16][c:17]([O:25][CH3:26])[c:18]([O:23][CH3:24])[c:19]([O:21][CH3:22])[cH:20]3)[CH2:13]2)[cH:5][cH:6][c:7]1[Cl:8].